Dataset: the Open Reaction Database (ORD), a public repository of structured organic reaction records. Task: describe an organic reaction: reactants, conditions, products, and yield As a reaction SMILES: [N:1]1[CH:2]=[C:3]([C:10]#[C:11][C:12]2[CH:13]=[C:14]([CH:18]=[CH:19][C:20]=2[CH3:21])[C:15]([OH:17])=O)[N:4]2[CH:9]=[CH:8][N:7]=[CH:6][C:5]=12.CN1CCOCC1.C(Cl)(=O)C(Cl)=O.[N:35]1([C:40]2[CH:41]=[C:42]([CH:44]=[C:45]([C:47]([F:50])([F:49])[F:48])[CH:46]=2)[NH2:43])[CH:39]=[CH:38][N:37]=[CH:36]1.NC1C=CC=CC=1>C(Cl)Cl.CN(C1C=CN=CC=1)C>[N:35]1([C:40]2[CH:41]=[C:42]([NH:43][C:15](=[O:17])[C:14]3[CH:18]=[CH:19][C:20]([CH3:21])=[C:12]([C:11]#[C:10][C:3]4[N:4]5[CH:9]=[CH:8][N:7]=[CH:6][C:5]5=[N:1][CH:2]=4)[CH:13]=3)[CH:44]=[C:45]([C:47]([F:49])([F:50])[F:48])[CH:46]=2)[CH:39]=[CH:38][N:37]=[CH:36]1. Run at time 30 minute. Solvent: C(Cl)Cl (methylene chloride). The reagents and catalysts are CN(C)C=1C=CN=CC1 (DMAP). Reactants: N1(C=NC=C1)C=1C=C(N)C=C(C1)C(F)(F)F (3-(1H-imidazol-1-yl)-5-(trifluoromethyl)aniline), N=1C=C(N2C1C=NC=C2)C#CC=2C=C(C(=O)O)C=CC2C (3-(imidazo[1,2-a]pyrazin-3-ylethynyl)-4-methylbenzoic acid), CN1CCOCC1 (4-methylmorpholine), C(C(=O)Cl)(=O)Cl (oxalyl chloride), NC1=CC=CC=C1 (aniline). The product is N1(C=NC=C1)C=1C=C(C=C(C1)C(F)(F)F)NC(C1=CC(=C(C=C1)C)C#CC1=CN=C2N1C=CN=C2)=O (N-(3-(1H-imidazol-1-yl)-5-(trifluoromethyl)phenyl)-3-(imidazo[1,2-a]pyrazin-3-ylethynyl)-4-methylbenzamide). Procedure: 3-(imidazo[1,2-a]pyrazin-3-ylethynyl)-4-methylbenzoic acid (18 mmol) is dissolved in methylene chloride (100 mL). To this solution is added 3 equivalents of 4-methylmorpholine (NMM) followed by 1.05 equivalents of oxalyl chloride. After stirring at ambient temperature for 30 minutes, 0.8 equivalents of 3-(1H-imidazol-1-yl)-5-(trifluoromethyl)aniline (prepared as above) is added along with 5 mole % of DMAP. After initially stirring at ambient temperature, the mixture is brought to reflux and stir... Starting materials: CCOC(=O)c1cnc2ccc(Br)cc2c1Cl, COc1ccc(N)cc1, C1COCCO1. Yields the product CCOC(=O)c1cnc2ccc(Br)cc2c1Nc1ccc(OC)cc1. As a reaction SMILES: [CH2:10]([CH3:11])[O:12][C:13](=[O:14])[c:15]1[cH:16][n:17][c:18]2[cH:19][cH:20][c:21]([Br:26])[cH:22][c:23]2[c:24]1[Cl:25].[CH3:1][O:2][c:3]1[cH:4][cH:5][c:6]([NH2:9])[cH:7][cH:8]1.[O:27]1[CH2:28][CH2:29][O:30][CH2:31][CH2:32]1>>[CH3:1][O:2][c:3]1[cH:4][cH:5][c:6]([NH:9][c:24]2[c:15]([C:13]([O:12][CH2:10][CH3:11])=[O:14])[cH:16][n:17][c:18]3[cH:19][cH:20][c:21]([Br:26])[cH:22][c:23]32)[cH:7][cH:8]1.